The task is: describe an organic reaction: reactants, conditions, products, and yield. This data is from the Open Reaction Database (ORD), a public repository of structured organic reaction records. The reactants are O=C=Nc1nnc(C(F)(F)F)s1, CNCC1OCCO1, c1ccccc1. Product: CN(CC1OCCO1)C(=O)Nc1nnc(C(F)(F)F)s1. RXN SMILES: [F:1][C:2]([c:3]1[s:4][c:5]([N:8]=[C:9]=[O:10])[n:6][n:7]1)([F:11])[F:12].[O:13]1[CH:14]([CH2:18][NH:19][CH3:20])[O:15][CH2:16][CH2:17]1.[cH:21]1[cH:22][cH:23][cH:24][cH:25][cH:26]1>>[F:1][C:2]([c:3]1[s:4][c:5]([NH:8][C:9](=[O:10])[N:19]([CH2:18][CH:14]2[O:13][CH2:17][CH2:16][O:15]2)[CH3:20])[n:6][n:7]1)([F:11])[F:12]. Starting materials: CN, CCO, O=C(CCl)NCCc1ccc2c(c1)OCO2. Yields the product CNCC(=O)NCCc1ccc2c(c1)OCO2. As a reaction SMILES: [CH3:17][NH2:18].[CH3:19][CH2:20][OH:21].[O:1]1[CH2:2][O:3][c:4]2[c:5]1[cH:6][cH:7][c:8]([CH2:10][CH2:11][NH:12][C:13]([CH2:14][Cl:15])=[O:16])[cH:9]2>>[O:1]1[CH2:2][O:3][c:4]2[c:5]1[cH:6][cH:7][c:8]([CH2:10][CH2:11][NH:12][C:13]([CH2:14][NH:18][CH3:17])=[O:16])[cH:9]2. Product: S(N)(OCCC1=CC=C(C=C1)Br)(=O)=O (4-Bromophenethyl sulfamate). The yield is 57.1%. Run at time 20 minute. The reactants are [H-].[Na+] (sodium hydride), resultant suspension, BrC1=CC=C(CCO)C=C1 (4-bromophenethyl alcohol), S(N)(=O)(=O)Cl (sulfamoyl chloride). The solvent is CN(C)C=O (DMF), CN(C)C=O (DMF). RXN SMILES: [Br:1][C:2]1[CH:10]=[CH:9][C:5]([CH2:6][CH2:7][OH:8])=[CH:4][CH:3]=1.[H-].[Na+].[S:13](Cl)(=[O:16])(=[O:15])[NH2:14]>CN(C=O)C>[S:13](=[O:16])(=[O:15])([O:8][CH2:7][CH2:6][C:5]1[CH:9]=[CH:10][C:2]([Br:1])=[CH:3][CH:4]=1)[NH2:14] |f:1.2|. Procedure details: A mixture of 2.95 g (0.015 mole) of 4-bromophenethyl alcohol in 10 ml DMF was added dropwise to a suspension of sodium hydride 0.90 g, 60% in oil; 0.065 mole) in 35 ml DMF at 0°-5° C. The suspension was stirred for 20 min under argon after which sulfamoyl chloride (2.09 g, 0.018 mole) was added portionwise at 0°-5° C. After stirring for 20 min, the resultant suspension was poured into ice and extracted twice with Et2O. The combined organic phases were washed with saturated brine, dried over pota... Run at temperature -78 celsius. Yield: 61.3%. The product is BrCCCCCCCCF (8-bromo-fluoro-octane). Reaction SMILES: [Br:1][CH2:2][CH2:3][CH2:4][CH2:5][CH2:6][CH2:7][CH2:8][CH2:9]O.C(N(S(F)(F)[F:17])CC)C.C(=O)(O)[O-].[Na+].CCOCC>C(Cl)Cl>[Br:1][CH2:2][CH2:3][CH2:4][CH2:5][CH2:6][CH2:7][CH2:8][CH2:9][F:17] |f:2.3|. Run in C(Cl)Cl (methylene chloride), C(Cl)Cl (methylene chloride). Reported procedure: A solution of 8-bromooctan-1-ol (Hendry et al., J. Chem. Ecol., 1, 317, 1975), (2.50 g, 11.9 mmol) in methylene chloride (about 3 ml) is slowly added to a stirred solution of diethylaminosulfur trifluoride (DAST) (Middleton, J. Org. Chem, 40, 574, 1975) (1.5 mL, 11.9 mmol) in methylene chloride (10 mL), cooled to -78° C. After the addition is completed, the reaction mixture is warmed to 25° C. and saturated aqueous sodium bicarbonate (about 5 mL) is added, followed by dilution with ether (about ... Reactants: BrCCCCCCCCO (8-bromooctan-1-ol), C(C)N(CC)S(F)(F)F (diethylaminosulfur trifluoride), CCOCC (ether), C([O-])(O)=O.[Na+] (sodium bicarbonate). The reactants are C[Si](C)(C)C=[N+]=[N-], CO, Nc1cccc(Cl)c1C(=O)O, c1ccccc1. The product is COC(=O)c1c(N)cccc1Cl. RXN SMILES: [CH3:1][Si:2]([CH:3]=[N+:4]=[N-:5])([CH3:6])[CH3:7].[CH3:25][OH:26].[NH2:8][c:9]1[c:10]([C:11](=[O:12])[OH:13])[c:14]([Cl:18])[cH:15][cH:16][cH:17]1.[cH:19]1[cH:20][cH:21][cH:22][cH:23][cH:24]1>>[CH3:1][O:13][C:11]([c:10]1[c:9]([NH2:8])[cH:17][cH:16][cH:15][c:14]1[Cl:18])=[O:12]. Reactants: CN(CCOC1=CC=C(C=C1)N1C=NC2=C(C1=O)SC(=C2)CO)C (3-[4-(2-Dimethylaminoethoxy)phenyl]-6-hydroxymethyl-3H-thieno[3,2-d]pyrimidin-4-one), BrCC1CCC1 ((bromomethyl)cyclobutane). Yields the product C1(CCC1)COCC1=CC=2N=CN(C(C2S1)=O)C1=CC=C(C=C1)OCCN(C)C (6-Cyclobutylmethoxymethyl-3-[4 (2-dimethylaminoethoxy)phenyl]-3H-thieno[3,2-d]pyrimidin-4-one). RXN SMILES: [CH3:1][N:2]([CH3:24])[CH2:3][CH2:4][O:5][C:6]1[CH:11]=[CH:10][C:9]([N:12]2[C:17](=[O:18])[C:16]3[S:19][C:20]([CH2:22][OH:23])=[CH:21][C:15]=3[N:14]=[CH:13]2)=[CH:8][CH:7]=1.Br[CH2:26][CH:27]1[CH2:30][CH2:29][CH2:28]1>>[CH:27]1([CH2:26][O:23][CH2:22][C:20]2[S:19][C:16]3[C:17](=[O:18])[N:12]([C:9]4[CH:10]=[CH:11][C:6]([O:5][CH2:4][CH2:3][N:2]([CH3:24])[CH3:1])=[CH:7][CH:8]=4)[CH:13]=[N:14][C:15]=3[CH:21]=2)[CH2:30][CH2:29][CH2:28]1. Procedure details: 3-[4-(2-Dimethylaminoethoxy)phenyl]-6-hydroxymethyl-3H-thieno[3,2-d]pyrimidin-4-one was reacted with (bromomethyl)cyclobutane by method V. The product with the molecular weight of 413.54 (C22H27N3O3S) was obtained in this way; MS (ESI): 414 (M+H+). Reactants: S(CCO)CCO (2,2'-thiodiethanol), C(C1=CC=CC=C1)(=O)Cl (benzoyl chloride). Run in N1=CC=CC=C1 (pyridine). Run at time 36 hour. Yields the product dibenzoate, C(C1=CC=CC=C1)(=O)OCCSCCO (2-[(2-hydroxyethyl)thio]ethyl benzoate). Isolated yield 59.0%. As a reaction SMILES: [S:1]([CH2:5][CH2:6][OH:7])[CH2:2][CH2:3][OH:4].[C:8](Cl)(=[O:15])[C:9]1[CH:14]=[CH:13][CH:12]=[CH:11][CH:10]=1>N1C=CC=CC=1>[C:8]([O:4][CH2:3][CH2:2][S:1][CH2:5][CH2:6][OH:7])(=[O:15])[C:9]1[CH:14]=[CH:13][CH:12]=[CH:11][CH:10]=1. Procedure details: A solution of 8.5 ml of 2,2'-thiodiethanol (thiodiethyleneglycol) in 100 ml of pyridine is placed at -5° C. under argon gasification and treated dropwise within 10 minutes with 9.5 ml of benzoyl chloride. Thereby, the resulting mixture warms to about +8° C. and towards the end of the addition white crystals begin to precipitate. Subsequently, the mixture is stirred at room temperature for a further 36 hours and then the majority of the pyridine is distilled off on a rotary evaporator. The semicr... The reactants are NCc1ccco1, CC(C)=O, O=C(O)c1ccc(S(=O)(=O)Cl)cc1, O=S(=O)(Cl)Cl. Product: O=C(O)c1ccc(S(=O)(=O)NCc2ccco2)cc1. As a reaction SMILES: [CH2:14]([c:15]1[cH:16][cH:17][cH:18][o:19]1)[NH2:20].[CH3:26][C:27](=[O:28])[CH3:29].[Cl:1][S:2](=[O:3])(=[O:4])[c:5]1[cH:6][cH:7][c:8]([C:9](=[O:10])[OH:11])[cH:12][cH:13]1.[S:21]([Cl:22])([Cl:23])(=[O:24])=[O:25]>>[S:2](=[O:3])(=[O:4])([c:5]1[cH:6][cH:7][c:8]([C:9](=[O:10])[OH:11])[cH:12][cH:13]1)[NH:20][CH2:14][c:15]1[cH:16][cH:17][cH:18][o:19]1. The reactants are solution, BrC=1C(=NC=CC1)C#N (3-bromo-2-cyanopyridine), BrC=1C=C(C(=O)Cl)C=CC1 (3-bromobenzoyl chloride). Reagents/catalysts: [Zn] (zinc), [Zn] (zinc). Solvent: C1CCOC1 (THF), C1CCOC1 (THF), C1CCOC1 (THF). Reaction conditions: time 15 minute. Product: BrC=1C=C(C(=O)C=2C(=NC=CC2)C#N)C=CC1 (3 -(3-Bromobenzoyl)pyridine-2-carbonitrile). Isolated yield 63.3%. As a reaction SMILES: Br[C:2]1[C:3]([C:8]#[N:9])=[N:4][CH:5]=[CH:6][CH:7]=1.[Br:10][C:11]1[CH:12]=[C:13]([CH:17]=[CH:18][CH:19]=1)[C:14](Cl)=[O:15]>C1COCC1.[Zn]>[Br:10][C:11]1[CH:12]=[C:13]([CH:17]=[CH:18][CH:19]=1)[C:14]([C:2]1[C:3]([C:8]#[N:9])=[N:4][CH:5]=[CH:6][CH:7]=1)=[O:15]. Reported procedure: A suspension of highly active zinc (Rieke zinc) in THF (100 mg/mL, 12.7 mL, 19.4 mmol) was added via a syringe to a solution of 3-bromo-2-cyanopyridine (1.189 g, 6.497 mmol) in anhydrous THF (20 mL) under an atmosphere of argon. The mixture was stirred for four h at room temperature and then at 50° C. for 15 min. The remaining zinc powder was allowed to settle at the bottom of the flask overnight at −20° C. The top solution was transferred to another flask and cooled to −20° C. To this was added... Reactants: ClC=1C=CC2=C(C(=NCC(=N2)NN)C2=C(C=CC=C2)Cl)C1 (7-chloro-2-hydrazino-5-(o-chlorophenyl)-3H-1,4-benzodiazepine), CN(CCCC(C(=O)O)=O)C (5-(dimethylamino)-2-oxopentanoic acid). The product is ClC=1C=CC2=C(C(=NCC(=N2)NN=C(CCCN(C)C)C(=O)O)C2=C(C=CC=C2)Cl)C1 (7-chloro-2-[[1-carboxy-4-(dimethylamino)butylidene]hydrazino]-5-(o-chlorophenyl)-3H-1,4-benzodiazepine). RXN SMILES: [Cl:1][C:2]1[CH:3]=[CH:4][C:5]2[N:11]=[C:10]([NH:12][NH2:13])[CH2:9][N:8]=[C:7]([C:14]3[CH:19]=[CH:18][CH:17]=[CH:16][C:15]=3[Cl:20])[C:6]=2[CH:21]=1.[CH3:22][N:23]([CH3:32])[CH2:24][CH2:25][CH2:26][C:27](=O)[C:28]([OH:30])=[O:29]>>[Cl:1][C:2]1[CH:3]=[CH:4][C:5]2[N:11]=[C:10]([NH:12][N:13]=[C:27]([C:28]([OH:30])=[O:29])[CH2:26][CH2:25][CH2:24][N:23]([CH3:32])[CH3:22])[CH2:9][N:8]=[C:7]([C:14]3[CH:19]=[CH:18][CH:17]=[CH:16][C:15]=3[Cl:20])[C:6]=2[CH:21]=1. Procedure details: In the manner given in Example 13, 7-chloro-2-hydrazino-5-(o-chlorophenyl)-3H-1,4-benzodiazepine can be stirred with 5-(dimethylamino)-2-oxopentanoic acid at room temperature to give 7-chloro-2-[[1-carboxy-4-(dimethylamino)butylidene]hydrazino]-5-(o-chlorophenyl)-3H-1,4-benzodiazepine.